From a dataset of the Open Reaction Database (ORD), a public repository of structured organic reaction records. describe an organic reaction: reactants, conditions, products, and yield Starting materials: CO, COC(=O)c1cccc2ccc(-c3ccc(OCc4c(CCc5c(Cl)cccc5Cl)noc4C(C)C)cc3)cc12, [Na+], C1CCOC1, [OH-]. Yields the product CC(C)c1onc(CCc2c(Cl)cccc2Cl)c1COc1ccc(-c2ccc3cccc(C(=O)O)c3c2)cc1. As a reaction SMILES: [CH3:41][OH:42].[Cl:1][c:2]1[c:3]([CH2:9][CH2:10][c:11]2[n:12][o:13][c:14]([CH:38]([CH3:39])[CH3:40])[c:15]2[CH2:16][O:17][c:18]2[cH:19][cH:20][c:21](-[c:24]3[cH:25][cH:26][c:27]4[cH:28][cH:29][cH:30][c:31]([C:34](=[O:35])[O:36][CH3:37])[c:32]4[cH:33]3)[cH:22][cH:23]2)[c:4]([Cl:8])[cH:5][cH:6][cH:7]1.[Na+:44].[O:45]1[CH2:46][CH2:47][CH2:48][CH2:49]1.[OH-:43]>>[Cl:1][c:2]1[c:3]([CH2:9][CH2:10][c:11]2[n:12][o:13][c:14]([CH:38]([CH3:39])[CH3:40])[c:15]2[CH2:16][O:17][c:18]2[cH:19][cH:20][c:21](-[c:24]3[cH:25][cH:26][c:27]4[cH:28][cH:29][cH:30][c:31]([C:34](=[O:35])[OH:36])[c:32]4[cH:33]3)[cH:22][cH:23]2)[c:4]([Cl:8])[cH:5][cH:6][cH:7]1. Starting materials: C(C)OC(NC1=NC=2C(=NC=C(C2)I)N1C(C)C1=CC(=C(C=C1)OCC1=CC=C(C=C1)C(F)(F)F)OC)=O (ethyl(6-iodo-3-(1-(3-methoxy-4-((4-(trifluoromethyl)benzyl)oxy)phenyl)ethyl)-3H-imidazo[4,5-b]pyridin-2-yl)carbamate), [O-]P(=O)([O-])[O-].[K+].[K+].[K+] (potassium phosphate tribasic). The solvent is O (water), C(C)O (ethanol), O (water). Conditions: temperature 160 celsius, time 1 hour. Yields the product IC=1C=C2C(=NC1)N(C(=N2)N)C(C)C2=CC(=C(C=C2)OCC2=CC=C(C=C2)C(F)(F)F)OC (6-iodo-3-(1-(3-methoxy-4-((4-(trifluoromethyl)benzyl)oxy)phenyl)ethyl)-3H-imidazo[4,5-b]pyridin-2-amine). Yield: 88.4%. Reaction SMILES: C(OC(=O)[NH:5][C:6]1[N:15]([CH:16]([C:18]2[CH:23]=[CH:22][C:21]([O:24][CH2:25][C:26]3[CH:31]=[CH:30][C:29]([C:32]([F:35])([F:34])[F:33])=[CH:28][CH:27]=3)=[C:20]([O:36][CH3:37])[CH:19]=2)[CH3:17])[C:9]2=[N:10][CH:11]=[C:12]([I:14])[CH:13]=[C:8]2[N:7]=1)C.[O-]P([O-])([O-])=O.[K+].[K+].[K+]>C(O)C.O>[I:14][C:12]1[CH:13]=[C:8]2[N:7]=[C:6]([NH2:5])[N:15]([CH:16]([C:18]3[CH:23]=[CH:22][C:21]([O:24][CH2:25][C:26]4[CH:31]=[CH:30][C:29]([C:32]([F:34])([F:35])[F:33])=[CH:28][CH:27]=4)=[C:20]([O:36][CH3:37])[CH:19]=3)[CH3:17])[C:9]2=[N:10][CH:11]=1 |f:1.2.3.4|. Reported procedure: To a stirred solution of ethyl(6-iodo-3-(1-(3-methoxy-4-((4-(trifluoromethyl)benzyl)oxy)phenyl)ethyl)-3H-imidazo[4,5-b]pyridin-2-yl)carbamate (1.30 g, 2.03 mmol) in ethanol (8 mL)/water (6 mL) was added potassium phosphate tribasic (1.76 g, 8.12 mmol). The mixture was heated to 160° C. in a microwave reactor. After 1 h, the reaction mixture was diluted with water (100 mL), resulting in a precipitate. The solids were isolated by filtration, washed with water (25 mL), and dried to provide 1.02 g (... The reactants are CC1=CC(=C(C(N1CC(=O)OC)=O)[N+](=O)[O-])OS(=O)(=O)C(F)(F)F (methyl 6-methyl-3-nitro-2-oxo-4-[[(trifluoromethyl)-sulphonyl]oxy]-1,2-dihydropyridine-1-acetate), C1(CCCCC1)CI (cyclohexylmethyl iodide). The product is C1(CCCCC1)CC1=C(C(N(C(=C1)C)CC(=O)OC)=O)[N+](=O)[O-] (Methyl 4-(cyclohexylmethyl)-6-methyl-3-nitro-2-oxo-1,2-dihydropyridine-1-acetate). The yield is 50.4%. RXN SMILES: [CH3:1][C:2]1[N:7]([CH2:8][C:9]([O:11][CH3:12])=[O:10])[C:6](=[O:13])[C:5]([N+:14]([O-:16])=[O:15])=[C:4](OS(C(F)(F)F)(=O)=O)[CH:3]=1.[CH:25]1([CH2:31]I)[CH2:30][CH2:29][CH2:28][CH2:27][CH2:26]1>>[CH:25]1([CH2:31][C:4]2[CH:3]=[C:2]([CH3:1])[N:7]([CH2:8][C:9]([O:11][CH3:12])=[O:10])[C:6](=[O:13])[C:5]=2[N+:14]([O-:16])=[O:15])[CH2:30][CH2:29][CH2:28][CH2:27][CH2:26]1. Procedure: This compound is prepared from 3 g (8 mmol) of methyl 6-methyl-3-nitro-2-oxo-4-[[(trifluoromethyl)-sulphonyl]oxy]-1,2-dihydropyridine-1-acetate and 5.45 g (24.3 mmol) of cyclohexylmethyl iodide according to the method described in Example 1.5. 1.3 g of product are obtained in the form of yellow crystals. The reactants are NC1=NC(=NC2=CC(=C(C=C12)OC)OC)Cl (4-Amino-2-chloro-6,7-dimethoxyquinazoline), O1C(COC2=C1C=CC=C2)C(=O)N2CCNCCC2 (N-(1,4-benzodioxan-2-carbonyl)homopiperazine). The solvent is C(CCC)O (n-butanol). Product: Cl.NC1=NC(=NC2=CC(=C(C=C12)OC)OC)N1CCN(CCC1)C(=O)C1COC2=C(O1)C=CC=C2 (4-amino-2-[4-(1,4-benzodioxan-2-carbonyl)homopiperazin-1-yl]-6,7-dimethoxyquinazoline hydrochloride). The yield is 17.2%. RXN SMILES: [NH2:1][C:2]1[C:11]2[C:6](=[CH:7][C:8]([O:14][CH3:15])=[C:9]([O:12][CH3:13])[CH:10]=2)[N:5]=[C:4]([Cl:16])[N:3]=1.[O:17]1[C:22]2[CH:23]=[CH:24][CH:25]=[CH:26][C:21]=2[O:20][CH2:19][CH:18]1[C:27]([N:29]1[CH2:35][CH2:34][CH2:33][NH:32][CH2:31][CH2:30]1)=[O:28]>C(O)CCC>[ClH:16].[NH2:1][C:2]1[C:11]2[C:6](=[CH:7][C:8]([O:14][CH3:15])=[C:9]([O:12][CH3:13])[CH:10]=2)[N:5]=[C:4]([N:32]2[CH2:33][CH2:34][CH2:35][N:29]([C:27]([CH:18]3[O:17][C:22]4[CH:23]=[CH:24][CH:25]=[CH:26][C:21]=4[O:20][CH2:19]3)=[O:28])[CH2:30][CH2:31]2)[N:3]=1 |f:3.4|. Reported procedure: 4-Amino-2-chloro-6,7-dimethoxyquinazoline (1.58 g.) and N-(1,4-benzodioxan-2-carbonyl)homopiperazine (2.0 g.) were heated under reflux in n-butanol (114 ml.) for 60 hours. The mixture was then cooled, butanol removed in vacuo and the solid residue triturated with ether, taken up in hot methanol, filtered and cooled. The solid product was collected, then the residual solution was evaporated in vacuo and the residue taken up in hot isopropanol, cooled, filtered, then re-evaporated in vacuo. The re... The reactants are COC=1C=C(C=CC1OC)C(C(=O)OC)C#N (methyl 3,4-dimethoxyphenylcyanoacetate), C(=O)(C(F)(F)F)O (TFA), [H][H] (hydrogen). Reagents/catalysts: [Pd] (Pd/C). The solvent is CO (MeOH). Yields the product NCC(C(=O)OC)C1=CC(=C(C=C1)OC)OC (α-(Aminomethyl)-3,4-dimethoxybenzeneacetic acid, methyl ester). Isolated yield 32.8%. Reaction SMILES: [CH3:1][O:2][C:3]1[CH:4]=[C:5]([CH:11]([C:16]#[N:17])[C:12]([O:14][CH3:15])=[O:13])[CH:6]=[CH:7][C:8]=1[O:9][CH3:10].C(O)(C(F)(F)F)=O.[H][H]>[Pd].CO>[NH2:17][CH2:16][CH:11]([C:5]1[CH:6]=[CH:7][C:8]([O:9][CH3:10])=[C:3]([O:2][CH3:1])[CH:4]=1)[C:12]([O:14][CH3:15])=[O:13]. Reported procedure: A MeOH solution (100 mL) containing methyl 3,4-dimethoxyphenylcyanoacetate (1.2 g, 5.1 mmol), TFA (1 mL), and 50 mg of 10% Pd/C was shaken on a Parr shaker for 20 hours under 30 psi of hydrogen. The reaction was filtered, concentrated, dissolved in H2O, and extracted 2× with Et2O. The pH was adjusted to ~10 and the mixture extracted 3× with EtOAc. The EtOAc fractions were dried over Na2SO4 and concentrated to yield 400 mg (32%) of the title compound.